Dataset: the Open Reaction Database (ORD), a public repository of structured organic reaction records. Task: describe an organic reaction: reactants, conditions, products, and yield The reactants are CCOC(OCC)OCC, N#Cc1c(S(=O)C(F)(F)F)c(N)n(-c2c(Cl)cc(C(F)(F)F)cc2Cl)c1C#N, Cc1ccc(S(=O)(=O)O)cc1. Yields the product CCOC=Nc1c(S(=O)C(F)(F)F)c(C#N)c(C#N)n1-c1c(Cl)cc(C(F)(F)F)cc1Cl. As a reaction SMILES: [CH:29]([O:30][CH2:31][CH3:32])([O:33][CH2:34][CH3:35])[O:36][CH2:37][CH3:38].[NH2:1][c:2]1[c:3]([S:23](=[O:24])[C:25]([F:26])([F:27])[F:28])[c:4]([C:21]#[N:22])[c:5]([C:19]#[N:20])[n:6]1-[c:7]1[c:8]([Cl:18])[cH:9][c:10]([C:14]([F:15])([F:16])[F:17])[cH:11][c:12]1[Cl:13].[c:39]1([CH3:40])[cH:41][cH:42][c:43]([S:44]([OH:45])(=[O:46])=[O:47])[cH:48][cH:49]1>>[N:1]([c:2]1[c:3]([S:23](=[O:24])[C:25]([F:26])([F:27])[F:28])[c:4]([C:21]#[N:22])[c:5]([C:19]#[N:20])[n:6]1-[c:7]1[c:8]([Cl:18])[cH:9][c:10]([C:14]([F:15])([F:16])[F:17])[cH:11][c:12]1[Cl:13])=[CH:29][O:30][CH2:31][CH3:32]. Reactants: CO, Cl, [K+], CCOC(=O)Cc1cccc(Oc2ccccc2F)c1[N+](=O)[O-], [OH-], O. Product: O=C(O)Cc1cccc(Oc2ccccc2F)c1[N+](=O)[O-]. Reaction SMILES: [CH3:28][OH:29].[ClH:27].[K+:25].[N+:1](=[O:2])([O-:3])[c:4]1[c:5]([CH2:18][C:19](=[O:20])[O:21][CH2:22][CH3:23])[cH:6][cH:7][cH:8][c:9]1[O:10][c:11]1[c:12]([F:17])[cH:13][cH:14][cH:15][cH:16]1.[OH-:24].[OH2:26]>>[N+:1](=[O:2])([O-:3])[c:4]1[c:5]([CH2:18][C:19](=[O:20])[OH:21])[cH:6][cH:7][cH:8][c:9]1[O:10][c:11]1[c:12]([F:17])[cH:13][cH:14][cH:15][cH:16]1. Starting materials: OCCN1CCNCC1 (N-(2-hydroxy-ethyl)piperazine), C([O-])([O-])=O.[K+].[K+] (potassium carbonate), ClCCOC(C1=CC=C(C=C1)F)C1=CC=C(C=C1)F (1-[(2-chloroethoxy)(4-fluorophenyl)methyl]-4-fluorobenzene). Solvent: C1(=CC=CC=C1)C (toluene), C1(=CC=CC=C1)C (toluene), C1(=CC=CC=C1)C (toluene), C(C)#N (acetonitrile). Product: FC1=CC=C(C=C1)C(OCCN1CCN(CC1)CCO)C1=CC=C(C=C1)F (1-(2-[bis-(4-fluorophenyl)methoxy]ethyl)-4-(2-hydroxyethyl)piperazine). RXN SMILES: [OH:1][CH2:2][CH2:3][N:4]1[CH2:9][CH2:8][NH:7][CH2:6][CH2:5]1.C(=O)([O-])[O-].[K+].[K+].Cl[CH2:17][CH2:18][O:19][CH:20]([C:28]1[CH:33]=[CH:32][C:31]([F:34])=[CH:30][CH:29]=1)[C:21]1[CH:26]=[CH:25][C:24]([F:27])=[CH:23][CH:22]=1>C1(C)C=CC=CC=1.C(#N)C>[F:27][C:24]1[CH:25]=[CH:26][C:21]([CH:20]([C:28]2[CH:33]=[CH:32][C:31]([F:34])=[CH:30][CH:29]=2)[O:19][CH2:18][CH2:17][N:7]2[CH2:8][CH2:9][N:4]([CH2:3][CH2:2][OH:1])[CH2:5][CH2:6]2)=[CH:22][CH:23]=1 |f:1.2.3|. Procedure: To a refluxing mixture of 1.05 g (0.0081 mol) N-(2-hydroxy-ethyl)piperazine, 0.75 g (0.0054 mol) dry potassium carbonate and 5 ml toluene, a solution of 0.76 g (0.0027 mol) 1-[(2-chloroethoxy)(4-fluorophenyl)methyl]-4-fluorobenzene in 3 ml toluene was added dropwise. The reaction mixture was refluxed for 11 h and then cooled to room temperature. It was diluted with toluene (100 ml) and extracted with 2N hydrochloric acid (100 ml). The acidic extract was washed with one portion of toluene, then r... The reactants are [OH-].[Na+] (sodium hydroxide), CC(CCC)OC1=NC(=C2N=C(N(C2=N1)CC1CCOCC1)OC)N (2-[(1-methylbutyl)oxy]-8-methoxy-9-(tetrahydro-2H-pyran-4-ylmethyl)-9H-purin-6-amine), Cl (HCl). The solvent is CO (MeOH), O1CCOCC1 (1,4-dioxane). Reaction conditions: time 3 hour. Product: NC1=C2NC(N(C2=NC(=N1)OC(CCC)C)CC1CCOCC1)=O (6-Amino-2-[(1-methylbutyl)oxy]-9-(tetrahydro-2H-Pyran-4-ylmethyl)-7,9-dihydro-8H-purin-8-one). Isolated yield 62.3%. As a reaction SMILES: [CH3:1][CH:2]([O:6][C:7]1[N:15]=[C:14]2[C:10]([N:11]=[C:12]([O:23]C)[N:13]2[CH2:16][CH:17]2[CH2:22][CH2:21][O:20][CH2:19][CH2:18]2)=[C:9]([NH2:25])[N:8]=1)[CH2:3][CH2:4][CH3:5].Cl.[OH-].[Na+]>CO.O1CCOCC1>[NH2:25][C:9]1[N:8]=[C:7]([O:6][CH:2]([CH3:1])[CH2:3][CH2:4][CH3:5])[N:15]=[C:14]2[C:10]=1[NH:11][C:12](=[O:23])[N:13]2[CH2:16][CH:17]1[CH2:18][CH2:19][O:20][CH2:21][CH2:22]1 |f:2.3|. Procedure details: To a solution of 2-[(1-methylbutyl)oxy]-8-methoxy-9-(tetrahydro-2H-pyran-4-ylmethyl)-9H-purin-6-amine (92 mg) in dry MeOH (9.9 mL) was added 4N HCl in 1,4-dioxane (1.7 mL) and the reaction mixture was stirred at room temperature for 3 h. The reaction was neutralised to pH7 with 2M sodium hydroxide solution and concentrated in vacuo to give an off-white solid. The solid was triturated with water (30 mL) and filtered under reduced pressure to give the title compound as an off-white solid (55 mg). Product: OC1=CC=C(CC=2OC3=C(C2C)C(=C(C=C3Cl)CCC)O)C=C1 (2-(p-hydroxybenzyl)-3-methyl-4-hydroxy-5-propyl-7-chlorobenzofuran). Isolated yield 66.0%. Starting materials: solution, B(Br)(Br)Br (boron tribromide), CO (methanol), COC1=CC=C(CC=2OC3=C(C2C)C(=C(C=C3Cl)CCC)O)C=C1 (2-(p-methoxybenzyl)-3-methyl-4-hydroxy-5-propyl-7-chlorobenzofuran), O (water). Procedure: To a solution of 2-(p-methoxybenzyl)-3-methyl-4-hydroxy-5-propyl-7-chlorobenzofuran (100 mg, 0.29 mmole) in methylene chloride (5 mL) cooled to -78° C., was added dropwise over a period of 5 minutes a 1M solution of boron tribromide (0.3 mL; 0.3 mmole) in methylene chloride. The temperature was allowed to rise to room temperature and the reaction mixture was stirred for 3 hours. It was then cooled to -78° C. and methanol (2 mL) was added rapidly. The resulting solution was poured into water. The... RXN SMILES: C[O:2][C:3]1[CH:24]=[CH:23][C:6]([CH2:7][C:8]2[O:9][C:10]3[C:17]([Cl:18])=[CH:16][C:15]([CH2:19][CH2:20][CH3:21])=[C:14]([OH:22])[C:11]=3[C:12]=2[CH3:13])=[CH:5][CH:4]=1.B(Br)(Br)Br.CO.O>C(Cl)Cl>[OH:2][C:3]1[CH:24]=[CH:23][C:6]([CH2:7][C:8]2[O:9][C:10]3[C:17]([Cl:18])=[CH:16][C:15]([CH2:19][CH2:20][CH3:21])=[C:14]([OH:22])[C:11]=3[C:12]=2[CH3:13])=[CH:5][CH:4]=1. Run in C(Cl)Cl (methylene chloride), C(Cl)Cl (methylene chloride). Conditions: temperature -78 celsius, time 3 hour.